This data is from the Open Reaction Database (ORD), a public repository of structured organic reaction records. The task is: describe an organic reaction: reactants, conditions, products, and yield The reactants are O=S1(N=C(NC2=C1C=CC=C2)C2=C(C1=C(N(C2=O)N=CC(C)C)C=CS1)O)=O (6-(1,1-dioxido-4H-1,2,4-benzothiadiazin-3-yl)-7-hydroxy-4-{[2-methylpropylidene]amino}thieno[3,2-b]pyridin-5(4H)-one), CO (methanol), solution, [BH4-].[Li+] (lithium borohydride), O1CCCC1 (tetrahydrofuran), O1CCCC1 (tetrahydrofuran), Cl (hydrochloric acid). Run in O (water). Conditions: temperature 25 celsius, time 1 hour. Yields the product C1(CCCC1)NN1C2=C(C(=C(C1=O)C1=NS(C3=C(N1)C=CC=C3)(=O)=O)O)SC=C2 (4-(cyclopentylamino)-6-(1,1-dioxido-4H-1,2,4-benzothiadiazin-3-yl)-7-hydroxythieno[3,2-b]pyridin-5(4H)-one). As a reaction SMILES: [O:1]=[S:2]1(=[O:28])[C:7]2[CH:8]=[CH:9][CH:10]=[CH:11][C:6]=2[NH:5][C:4]([C:12]2[C:17](=[O:18])[N:16]([N:19]=[CH:20][CH:21](C)[CH3:22])[C:15]3[CH:24]=[CH:25][S:26][C:14]=3[C:13]=2[OH:27])=[N:3]1.CO.[BH4-].[Li+].Cl.O1CC[CH2:36][CH2:35]1>O>[CH:20]1([NH:19][N:16]2[C:17](=[O:18])[C:12]([C:4]3[NH:5][C:6]4[CH:11]=[CH:10][CH:9]=[CH:8][C:7]=4[S:2](=[O:28])(=[O:1])[N:3]=3)=[C:13]([OH:27])[C:14]3[S:26][CH:25]=[CH:24][C:15]2=3)[CH2:21][CH2:22][CH2:36][CH2:35]1 |f:2.3|. Procedure details: The product of Example 269A (0.040 g, 0.09 mmol) in tetrahydrofuran (3 mL) and methanol (0.008 mL, 0.19 mmol) at 0° C. was treated dropwise with a 2.0M solution of lithium borohydride in tetrahydrofuran (0.07 mL, 0.14 mmol). The reaction was stirred at 25° C. for 1 hour, acidified with 1M hydrochloric acid a pH of approximately 2-4, diluted with water (10 mL), and the resulting precipitate was collected by filtration and dried. The crude product was chromatographed on silica gel with 98:2 dichlo... Starting materials: Cl (hydrochloric acid), BrC1=C(C=C2NC(C(=NC2=C1)C(=O)OCC)=O)C(F)(F)F (ethyl 7-bromo-3,4-dihydro-3-oxo-6-trifluoromethylquinoxaline-2-carboxylate), aqueous solution, [OH-].[K+] (potassium hydroxide), O (water). The solvent is C(C)O (ethanol). The product is BrC1=C(C=C2NC(C(=NC2=C1)C(=O)O)=O)C(F)(F)F (7-Bromo-3,4-dihydro-3-oxo-6-trifluoromethylquinoxaline-2-carboxylic Acid). The yield is 82.1%. As a reaction SMILES: [Br:1][C:2]1[CH:11]=[C:10]2[C:5]([NH:6][C:7](=[O:17])[C:8]([C:12]([O:14]CC)=[O:13])=[N:9]2)=[CH:4][C:3]=1[C:18]([F:21])([F:20])[F:19].[OH-].[K+].O.Cl>C(O)C>[Br:1][C:2]1[CH:11]=[C:10]2[C:5]([NH:6][C:7](=[O:17])[C:8]([C:12]([OH:14])=[O:13])=[N:9]2)=[CH:4][C:3]=1[C:18]([F:20])([F:19])[F:21] |f:1.2|. Procedure details: To a solution of ethyl 7-bromo-3,4-dihydro-3-oxo-6-trifluoromethylquinoxaline-2-carboxylate (120 mg, 329 μmol) in ethanol (4 ml) were added 1N aqueous solution of potassium hydroxide (1.32 ml, 1.32 mmol) and water (2 ml), and the mixture was refluxed for 30 minutes. After cooling with ice, the pH value was brought to 4 with 1.2N hydrochloric acid. The precipitate was collected by filtration, washed with water and then air-dried to obtain 91.0 mg of the title compound as yellowish brown powder. Y... Reaction conditions: time 3 hour. The reactants are C(C1=CC=CC=C1)OCCC=O (3-(benzyloxy)propanal), ClC1=CC=C(C(=N1)C1NC2=CC=CC(=C2C1)F)O (6-chloro-2-(4-fluoroindolin-2-yl)pyridin-3-ol), C(=O)(O)[O-].[Na+] (NaHCO3). The product is C(C1=CC=CC=C1)OCCC1OC2=C(C3N1C=1C=CC=C(C1C3)F)N=C(C=C2)Cl (6-(2-(benzyloxy)ethyl)-2-chloro-11-fluoro-12,12a-dihydro-6H-pyrido[2′,3′:5,6][1,3]oxazino[3,4-a]indole). Reaction SMILES: [CH2:1]([O:8][CH2:9][CH2:10][CH:11]=[O:12])[C:2]1[CH:7]=[CH:6][CH:5]=[CH:4][CH:3]=1.[Cl:13][C:14]1[N:19]=[C:18]([CH:20]2[CH2:28][C:27]3[C:22](=[CH:23][CH:24]=[CH:25][C:26]=3[F:29])[NH:21]2)[C:17](O)=[CH:16][CH:15]=1.C([O-])(O)=O.[Na+]>CC#N.C(O)(C(F)(F)F)=O>[CH2:1]([O:8][CH2:9][CH2:10][CH:11]1[N:21]2[C:22]3[CH:23]=[CH:24][CH:25]=[C:26]([F:29])[C:27]=3[CH2:28][CH:20]2[C:18]2[N:19]=[C:14]([Cl:13])[CH:15]=[CH:16][C:17]=2[O:12]1)[C:2]1[CH:7]=[CH:6][CH:5]=[CH:4][CH:3]=1 |f:2.3|. Procedure: To a solution of 3-(benzyloxy)propanal (465 mg, 2.83 mmol) and 6-chloro-2-(4-fluoroindolin-2-yl)pyridin-3-ol (500 mg, 1.89 mmol) in MeCN (15 mL) was added TFA (10 mg, 0.09 mmol). The mixture was stirred at room temperature for 3 hours. The it was basified by NaHCO3 (aq.), and then it was concentrated in vacuo, the resulting residue was purified using column chromatography (petroleum ether:EtOAc=10:1) to provide 6-(2-(benzyloxy)ethyl)-2-chloro-11-fluoro-12,12a-dihydro-6H-pyrido[2′,3′:5,6][1,3]oxa... Isolated yield 69.5%. Run in CC#N (MeCN). The reagents and catalysts are C(=O)(C(F)(F)F)O (TFA). Reactants: O[C@H](C(NCC(C)C)S(=O)(=O)C1=CC=C(C=C1)[N+](=O)[O-])[C@H](CC1=CC=CC=C1)NC(=O)O[C@@H]1COCCC1 (2(S)-hydroxy-3(S)-[3(S)-tetrahydropyranyloxycarbonyl]amino-1-(4-nitrobenzenesulfonyl)-1-isobutylamino-4-phenylbutane), O.O.Cl[Sn]Cl (SnCl2.2H2O), C(=O)(O)[O-].[Na+] (NaHCO3). Solvent: CCOC(=O)C (EtOAc). Reaction conditions: temperature 70 celsius, time 1 hour. Yields the product O[C@H](C(NCC(C)C)S(=O)(=O)C1=CC=C(C=C1)N)[C@H](CC1=CC=CC=C1)NC(=O)O[C@@H]1COCCC1 (2(S)-hydroxy-3(S)-[3(S)-tetrahydropyranyloxycarbonyl]amino-1-(4-aminobenzenesulfonyl)-1-isobutylamino-4-phenylbutane). Isolated yield 86.2%. As a reaction SMILES: [OH:1][C@@H:2]([C@@H:21]([NH:29][C:30]([O:32][C@H:33]1[CH2:38][CH2:37][CH2:36][O:35][CH2:34]1)=[O:31])[CH2:22][C:23]1[CH:28]=[CH:27][CH:26]=[CH:25][CH:24]=1)[CH:3]([S:9]([C:12]1[CH:17]=[CH:16][C:15]([N+:18]([O-])=O)=[CH:14][CH:13]=1)(=[O:11])=[O:10])[NH:4][CH2:5][CH:6]([CH3:8])[CH3:7].O.O.Cl[Sn]Cl.C([O-])(O)=O.[Na+]>CCOC(C)=O>[OH:1][C@@H:2]([C@@H:21]([NH:29][C:30]([O:32][C@H:33]1[CH2:38][CH2:37][CH2:36][O:35][CH2:34]1)=[O:31])[CH2:22][C:23]1[CH:24]=[CH:25][CH:26]=[CH:27][CH:28]=1)[CH:3]([S:9]([C:12]1[CH:13]=[CH:14][C:15]([NH2:18])=[CH:16][CH:17]=1)(=[O:11])=[O:10])[NH:4][CH2:5][CH:6]([CH3:8])[CH3:7] |f:1.2.3,4.5|. Procedure: A mixture of 2(S)-hydroxy-3(S)-[3(S)-tetrahydropyranyloxycarbonyl]amino-1-(4-nitrobenzenesulfonyl)-1-isobutylamino-4-phenylbutane (36 mg, 0.067 mmol) and SnCl2.2H2O (77 mg, 0.34 mmol) in 1 mL of EtOAc was heated to 70° C. After 1 h the starting material disappeared and the solution was allowed to cool to room temperature. The mixture was poured into sat aq NaHCO3 solution (3 mL) and extracted with EtOAc (10 mL). The organic extract was dried over anhyd MgSO4 and concentrated under reduced pressu... Reactants: O=C([O-])[O-], COC(=O)Cc1ccc(Br)cc1, O=Cc1cccc(B(O)O)c1, [K+], [K+], c1ccc(P(c2ccccc2)(c2ccccc2)[Pd](P(c2ccccc2)(c2ccccc2)c2ccccc2)(P(c2ccccc2)(c2ccccc2)c2ccccc2)P(c2ccccc2)(c2ccccc2)c2ccccc2)cc1. Yields the product COC(=O)Cc1ccc(-c2cccc(C=O)c2)cc1. As a reaction SMILES: [C:12](=[O:13])([O-:14])[O-:15].[CH3:18][O:19][C:20]([CH2:21][c:22]1[cH:23][cH:24][c:25]([Br:28])[cH:26][cH:27]1)=[O:29].[CH:1](=[O:2])[c:3]1[cH:4][c:5]([B:9]([OH:10])[OH:11])[cH:6][cH:7][cH:8]1.[K+:16].[K+:17].[cH:30]1[cH:31][cH:32][c:33]([P:34]([Pd:35]([P:36]([c:37]2[cH:38][cH:39][cH:40][cH:41][cH:42]2)([c:43]2[cH:44][cH:45][cH:46][cH:47][cH:48]2)[c:49]2[cH:50][cH:51][cH:52][cH:53][cH:54]2)([P:55]([c:56]2[cH:57][cH:58][cH:59][cH:60][cH:61]2)([c:62]2[cH:63][cH:64][cH:65][cH:66][cH:67]2)[c:68]2[cH:69][cH:70][cH:71][cH:72][cH:73]2)[P:74]([c:75]2[cH:76][cH:77][cH:78][cH:79][cH:80]2)([c:81]2[cH:82][cH:83][cH:84][cH:85][cH:86]2)[c:87]2[cH:88][cH:89][cH:90][cH:91][cH:92]2)([c:93]2[cH:94][cH:95][cH:96][cH:97][cH:98]2)[c:99]2[cH:100][cH:101][cH:102][cH:103][cH:104]2)[cH:105][cH:106]1>>[CH:1](=[O:2])[c:3]1[cH:4][c:5](-[c:25]2[cH:24][cH:23][c:22]([CH2:21][C:20]([O:19][CH3:18])=[O:29])[cH:27][cH:26]2)[cH:6][cH:7][cH:8]1. The reactants are OC=1C=C2C=CC(=CC2=CC1)C=1OC2=C(C1C(CCCC)=O)C=CC=C2 (1-[2-(6-hydroxy-2-naphthyl)-1-benzofuran-3-yl]-1-pentanone), OC(C(=O)OCC)CC1=CC=CC=C1 (ethyl 2-hydroxy-3-phenylpropanoate), C1(=CC=CC=C1)P(C1=CC=CC=C1)C1=CC=CC=C1 (triphenylphosphine), ice, N(=NC(=O)OC(C)C)C(=O)OC(C)C (diisopropyl azodicarboxylate). Run in C1=CC=CC=C1 (benzene), C1=CC=CC=C1 (benzene), O (water). Conditions: time 45 minute. Product: C(CCCC)(=O)C1=C(OC2=C1C=CC=C2)C=2C=C1C=CC(=CC1=CC2)OC(C(=O)OCC)CC2=CC=CC=C2 (Ethyl 2-{[6-(3-pentanoyl-1-benzofuran-2-yl)-2-naphthyl]oxy}-3-phenylpropanoate), oil. RXN SMILES: [OH:1][C:2]1[CH:3]=[C:4]2[C:9](=[CH:10][CH:11]=1)[CH:8]=[C:7]([C:12]1[O:13][C:14]3[CH:26]=[CH:25][CH:24]=[CH:23][C:15]=3[C:16]=1[C:17](=[O:22])[CH2:18][CH2:19][CH2:20][CH3:21])[CH:6]=[CH:5]2.O[CH:28]([CH2:34][C:35]1[CH:40]=[CH:39][CH:38]=[CH:37][CH:36]=1)[C:29]([O:31][CH2:32][CH3:33])=[O:30].C1(P(C2C=CC=CC=2)C2C=CC=CC=2)C=CC=CC=1.N(C(OC(C)C)=O)=NC(OC(C)C)=O>C1C=CC=CC=1.O>[C:17]([C:16]1[C:15]2[CH:23]=[CH:24][CH:25]=[CH:26][C:14]=2[O:13][C:12]=1[C:7]1[CH:8]=[C:9]2[C:4](=[CH:5][CH:6]=1)[CH:3]=[C:2]([O:1][CH:28]([CH2:34][C:35]1[CH:36]=[CH:37][CH:38]=[CH:39][CH:40]=1)[C:29]([O:31][CH2:32][CH3:33])=[O:30])[CH:11]=[CH:10]2)(=[O:22])[CH2:18][CH2:19][CH2:20][CH3:21]. Procedure: To an ice-cooled mixture of 1-[2-(6-hydroxy-2-naphthyl)-1-benzofuran-3-yl]-1-pentanone (0.620 g, 1.80 mmol), ethyl 2-hydroxy-3-phenylpropanoate (0.528 g, 2.72 mmol), triphenylphosphine (0.710 g, 2.71 mmol) in benzene (30 mL) was added, dropwise, diisopropyl azodicarboxylate (0.53 mL, 2.7 mmol) in benzene (5 mL). The mixture was stirred at room temperature for 45 minutes, poured into excess water and extracted with ethyl acetate. The organic phase was washed with brine, dried over anhydrous magne... The reactants are NC1=C(C=CC(=C1)C(=O)OC)O (2-amino-4-methoxycarbonylphenol), C(C)(=O)OCC (ethyl acetate), C(O)([O-])=O.[Na+] (sodium hydrogen carbonate), BrC(C(=O)Br)(C)C (2-bromoisobutyryl bromide). The solvent is O (water). Conditions: time 10 minute. The product is CC1(OC2=C(NC1=O)C=C(C=C2)C(=O)OC)C (2,2-dimethyl-6-methoxycarbonyl-3-oxo-3,4-dihydro-2H-1,4-benzoxazine). Yield: 80.3%. RXN SMILES: [NH2:1][C:2]1[CH:7]=[C:6]([C:8]([O:10][CH3:11])=[O:9])[CH:5]=[CH:4][C:3]=1[OH:12].C(OCC)(=O)C.C(=O)([O-])O.[Na+].Br[C:25]([CH3:30])([CH3:29])[C:26](Br)=[O:27]>O>[CH3:29][C:25]1([CH3:30])[C:26](=[O:27])[NH:1][C:2]2[CH:7]=[C:6]([C:8]([O:10][CH3:11])=[O:9])[CH:5]=[CH:4][C:3]=2[O:12]1 |f:2.3|. Procedure: To solution of 2-amino-4-methoxycarbonylphenol [Acta Chimica Academiae Scientiarum Hungaricae, 99 (1), 49-50 (1979)] (4.78 g) in a mixed solvent of ethyl acetate (50 ml) and water (50 ml) were added sodium hydrogen carbonate (3.6 g) and 2-bromoisobutyryl bromide (6.90 g) and the mixture was stirred at room temperature for 10 minutes. The organic layer was separated and the solvent was distilled off under reduced pressure. The resulting residue was dissolved in dimethylformamide (70 ml), to the s... Reaction SMILES: [CH3:33][N:34]([CH3:35])[CH:36]=[O:37].[Cl-:31].[Cl:19][c:20]1[cH:21][c:22]([C:23](=[O:24])[O:25][CH2:26][Cl:27])[cH:28][cH:29][cH:30]1.[F:3][C:4]([c:5]1[cH:6][c:7](-[c:11]2[nH:12][o:13][c:14](=[O:16])[n:15]2)[n:8][cH:9][cH:10]1)([F:17])[F:18].[H-:1].[NH4+:32].[Na+:2]>>[F:3][C:4]([c:5]1[cH:6][c:7](-[c:11]2[n:12][o:13][c:14](=[O:16])[n:15]2[CH2:26][O:25][C:23]([c:22]2[cH:21][c:20]([Cl:19])[cH:30][cH:29][cH:28]2)=[O:24])[n:8][cH:9][cH:10]1)([F:17])[F:18]. The reactants are CN(C)C=O, [Cl-], O=C(OCCl)c1cccc(Cl)c1, O=c1nc(-c2cc(C(F)(F)F)ccn2)[nH]o1, [H-], [NH4+], [Na+]. Product: O=C(OCn1c(-c2cc(C(F)(F)F)ccn2)noc1=O)c1cccc(Cl)c1. The reactants are FC=1C=C2CC(NC2=CC1)=O (5-fluorooxindole), C1(=O)OCC2=CC=CC=C12 (phthalide), C[Si](N[Si](C)(C)C)(C)C.[Na] (sodium hexamethyldisilazane). Solvent: CN(C)C=O (DMF). Conditions: time 3 hour. The product is FC=1C=C2C(C(NC2=CC1)=O)=C1OCC2=CC=CC=C12 (5-Fluoro-3-(3H-isobenzofuran-1-ylidene)-1,3-dihydro-indol-2-one). The yield is 6.0%. As a reaction SMILES: [F:1][C:2]1[CH:3]=[C:4]2[C:8](=[CH:9][CH:10]=1)[NH:7][C:6](=[O:11])[CH2:5]2.[C:12]1([C:21]2[C:16](=[CH:17][CH:18]=[CH:19][CH:20]=2)[CH2:15][O:14]1)=O.C[Si](C)(C)N[Si](C)(C)C.[Na]>CN(C=O)C>[F:1][C:2]1[CH:3]=[C:4]2[C:8](=[CH:9][CH:10]=1)[NH:7][C:6](=[O:11])[C:5]2=[C:12]1[C:21]2[C:16](=[CH:17][CH:18]=[CH:19][CH:20]=2)[CH2:15][O:14]1 |f:2.3,^1:30|. Reported procedure: To a solution at 0° C. containing 5-fluorooxindole (0.30 g, 1.99 mmol) and phthalide (0.400 g, 2.98 mmol) in 5.0 mL DMF was added 4.2 mL of sodium hexamethyldisilazane (1.0 M in THF) over 5 min. The solution was stirred at room temperature for 3 h and then quenched into cold 1.0 M aqueous HCl solution to give a yellow solid. The solid was collected and then purified by chromatography (silica gel, hexanes/EtOAc, 4:1) to afford the title compound (32 mg, 6%) as a yellow solid.